From a dataset of the Open Reaction Database (ORD), a public repository of structured organic reaction records. describe an organic reaction: reactants, conditions, products, and yield RXN SMILES: [CH3:1][O:2][c:3]1[cH:4][c:5](-[c:11]2[n:12][n:13]([CH:22]3[CH2:23][CH2:24][CH2:25][CH2:26][O:27]3)[c:14]3[cH:15][cH:16][c:17]([C:20]#[N:21])[cH:18][c:19]23)[cH:6][cH:7][c:8]1[O:9][CH3:10].[CH3:30][OH:31].[ClH:28].[OH2:29]>>[CH3:1][O:2][c:3]1[cH:4][c:5](-[c:11]2[n:12][nH:13][c:14]3[cH:15][cH:16][c:17]([C:20]#[N:21])[cH:18][c:19]23)[cH:6][cH:7][c:8]1[O:9][CH3:10]. The reactants are COc1ccc(-c2nn(C3CCCCO3)c3ccc(C#N)cc23)cc1OC, CO, Cl, O. Yields the product COc1ccc(-c2n[nH]c3ccc(C#N)cc23)cc1OC.